Dataset: the Open Reaction Database (ORD), a public repository of structured organic reaction records. Task: describe an organic reaction: reactants, conditions, products, and yield The reactants are N[C@H](C(=O)NCCC[C@@H](CO)N(CC(C)C)S(=O)(=O)C1=CC=C(C=C1)N)CC1=CC=CC2=CC=CC=C12 ((2S,4S)-2-Amino-N-{4-[(4-amino-benzenesulfonyl)-isobutyl-amino]-5-hydroxy-pentyl}-3-naphthalen-1-yl-propionamide), N[C@H](C(=O)NCCC[C@@H](CO)N(CC(C)C)S(=O)(=O)C1=CC=C(C=C1)N)CC1=CC=CC2=CC=CC=C12 ((2S,4S)-2-Amino-N-{4-[(4-amino-benzenesulfonyl)-isobutyl-amino]-5-hydroxy-pentyl}-3-naphthalen-1-yl-propionamide), ClC(=O)OCC (ethyl chloroformate). Product: C(C)OC(N[C@@H](CC1=CC=CC2=CC=CC=C12)C(NCCC[C@@H](CO)N(CC(C)C)S(=O)(=O)C1=CC=C(C=C1)N)=O)=O ((1S,4S)-(1-{4-[(4-Amino-benzenesulfonyl)-isobutyl-amino]-5-hydroxy-pentylcarbamoyl}-2-naphthalen-1-yl-ethyl)-carbamic Acid Ethyl Ester). RXN SMILES: [NH2:1][C@@H:2]([CH2:27][C:28]1[C:37]2[C:32](=[CH:33][CH:34]=[CH:35][CH:36]=2)[CH:31]=[CH:30][CH:29]=1)[C:3]([NH:5][CH2:6][CH2:7][CH2:8][C@H:9]([N:12]([S:17]([C:20]1[CH:25]=[CH:24][C:23]([NH2:26])=[CH:22][CH:21]=1)(=[O:19])=[O:18])[CH2:13][CH:14]([CH3:16])[CH3:15])[CH2:10][OH:11])=[O:4].Cl[C:39]([O:41][CH2:42][CH3:43])=[O:40]>>[CH2:42]([O:41][C:39](=[O:40])[NH:1][C@H:2]([C:3](=[O:4])[NH:5][CH2:6][CH2:7][CH2:8][C@H:9]([N:12]([S:17]([C:20]1[CH:21]=[CH:22][C:23]([NH2:26])=[CH:24][CH:25]=1)(=[O:19])=[O:18])[CH2:13][CH:14]([CH3:16])[CH3:15])[CH2:10][OH:11])[CH2:27][C:28]1[C:37]2[C:32](=[CH:33][CH:34]=[CH:35][CH:36]=2)[CH:31]=[CH:30][CH:29]=1)[CH3:43]. Procedure: The title compound was prepared from (2S,4S)-2-amino-N-{4-[(4-amino-benzenesulfonyl)-isobutyl-amino]-5-hydroxy-pentyl}-3-naphthalen-1-yl-propionamide (product of example 8) as described in general procedure D using ethyl chloroformate. The final product was obtained in 60% yield. Reactants: CC(C)C1CC=CCCC=CCC(C)(C)C=N1, Cl, Cl, NO, O. Product: CC(C)C(N)CC=CCCC=CCC(C)(C)C=NO. Reaction SMILES: [CH3:1][C:2]1([CH3:17])[CH:3]=[N:4][CH:5]([CH:14]([CH3:15])[CH3:16])[CH2:6][CH:7]=[CH:8][CH2:9][CH2:10][CH:11]=[CH:12][CH2:13]1.[ClH:18].[ClH:19].[NH2:20][OH:21].[OH2:22]>>[CH3:1][C:2]([CH:3]=[N:20][OH:21])([CH2:13][CH:12]=[CH:11][CH2:10][CH2:9][CH:8]=[CH:7][CH2:6][CH:5]([NH2:4])[CH:14]([CH3:15])[CH3:16])[CH3:17].